This data is from the Open Reaction Database (ORD), a public repository of structured organic reaction records. The task is: describe an organic reaction: reactants, conditions, products, and yield Starting materials: NC1=NC=2C=CC=CC2C2=C1N=CN2CCC2CCNCC2 (4-amino-1-[2-(4-piperidyl)ethyl]-1H-imidazo[4,5-c]-quinoline), CN=C=S (methylisothiocyanate). The solvent is C(Cl)Cl (methylene chloride). Run at time 1 hour. Yields the product NC1=NC=2C=CC=CC2C2=C1N=CN2CCC2CCN(CC2)C(NC)=S (4-[2-(4-Amino-1H-imidazo[4,5-c]quinolin-1-yl)ethyl]-N-methyl-1-piperidine-carbothioamide). Isolated yield 89.8%. As a reaction SMILES: [NH2:1][C:2]1[C:11]2[N:12]=[CH:13][N:14]([CH2:15][CH2:16][CH:17]3[CH2:22][CH2:21][NH:20][CH2:19][CH2:18]3)[C:10]=2[C:9]2[CH:8]=[CH:7][CH:6]=[CH:5][C:4]=2[N:3]=1.[CH3:23][N:24]=[C:25]=[S:26]>C(Cl)Cl>[NH2:1][C:2]1[C:11]2[N:12]=[CH:13][N:14]([CH2:15][CH2:16][CH:17]3[CH2:22][CH2:21][N:20]([C:25](=[S:26])[NH:24][CH3:23])[CH2:19][CH2:18]3)[C:10]=2[C:9]2[CH:8]=[CH:7][CH:6]=[CH:5][C:4]=2[N:3]=1. Reported procedure: A suspension of 0.50 g of 4-amino-1-[2-(4-piperidyl)ethyl]-1H-imidazo[4,5-c]-quinoline and 0.37 g of methylisothiocyanate in 10 ml of methylene chloride was stirred at room temperature for 1 hour, and then the precipitated crystals were collected by filtration to give 0.56 g of colorless crystals. Recrystallization from a mixture of methylene chloride and methanol gave colorless crystals having the melting point of from 216 to 218° C.